From a dataset of the Open Reaction Database (ORD), a public repository of structured organic reaction records. describe an organic reaction: reactants, conditions, products, and yield Starting materials: CCOCCO, S=C1Nc2cc(Cl)ccc2Oc2ccccc21, NCc1cccnc1. The product is Clc1ccc2c(c1)N=C(NCc1cccnc1)c1ccccc1O2. As a reaction SMILES: [CH3:26][CH2:27][O:28][CH2:29][CH2:30][OH:31].[Cl:1][c:2]1[cH:3][c:4]2[c:5]([cH:16][cH:17]1)[O:6][c:7]1[c:8]([cH:12][cH:13][cH:14][cH:15]1)[C:9](=[S:11])[NH:10]2.[NH2:18][CH2:19][c:20]1[cH:21][n:22][cH:23][cH:24][cH:25]1>>[Cl:1][c:2]1[cH:3][c:4]2[c:5]([cH:16][cH:17]1)[O:6][c:7]1[c:8]([cH:12][cH:13][cH:14][cH:15]1)[C:9]([NH:18][CH2:19][c:20]1[cH:21][n:22][cH:23][cH:24][cH:25]1)=[N:10]2. Reactants: C(C=C)Br (Allyl bromide), OC=1C=C(C(=O)OC)C=CC1I (Methyl 3-hydroxy-4-iodobenzoate), [H-].[Na+] (NaH). Solvent: O (H2O), CN(C)C=O (DMF). Conditions: time 8 hour. Product: C(C=C)OC=1C=C(C(=O)OC)C=CC1I (methyl 3-(allyloxy)-4-iodobenzoate). Yield: 99.5%. Reaction SMILES: [OH:1][C:2]1[CH:3]=[C:4]([CH:9]=[CH:10][C:11]=1[I:12])[C:5]([O:7][CH3:8])=[O:6].[CH2:13](Br)[CH:14]=[CH2:15].[H-].[Na+]>CN(C=O)C.O>[CH2:15]([O:1][C:2]1[CH:3]=[C:4]([CH:9]=[CH:10][C:11]=1[I:12])[C:5]([O:7][CH3:8])=[O:6])[CH:14]=[CH2:13] |f:2.3|. Reported procedure: Methyl 3-hydroxy-4-iodobenzoate (2.0 g, 7.2 mmol) is dissolved in DMF (25 ml) in a dry flask under nitrogen. Allyl bromide (0.65 ml, 7.55 mmol) is added drop-wise, followed by the careful addition of 60% NaH (303 mg, 7.55 mmol). The reaction is stirred overnight at RT and then is diluted with H2O (30 ml). The mixture is extracted with EtOAc (3×30 ml), and the combined organics are washed with 50% saturated NaCl (4×25 ml), dried (MgSO4), filtered, and concentrated under high vacuum to an oil that... Starting materials: C1(CCCCC1)NC1=NC(N(C12CCN(CC2)C(=O)OC(C)(C)C)CCCC=C)=O (tert-butyl 4-(cyclohexylamino)-2-oxo-1-pent-4-en-1-yl-1,3,8-triazaspiro[4.5]dec-3-ene-8-carboxylate), Cl (HCl). Run in C(Cl)Cl (DCM). Run at time 1 hour. Yields the product Cl.Cl.C1(CCCCC1)NC1=NC(N(C12CCNCC2)CCCC=C)=O (4-(cyclohexylamino)-1-pent-4-en-1-yl-1,3,8-triazaspiro[4.5]dec-3-en-2-one dihydrochloride). Reaction SMILES: [CH:1]1([NH:7][C:8]2[C:12]3([CH2:17][CH2:16][N:15](C(OC(C)(C)C)=O)[CH2:14][CH2:13]3)[N:11]([CH2:25][CH2:26][CH2:27][CH:28]=[CH2:29])[C:10](=[O:30])[N:9]=2)[CH2:6][CH2:5][CH2:4][CH2:3][CH2:2]1.[ClH:31]>C(Cl)Cl>[ClH:31].[ClH:31].[CH:1]1([NH:7][C:8]2[C:12]3([CH2:13][CH2:14][NH:15][CH2:16][CH2:17]3)[N:11]([CH2:25][CH2:26][CH2:27][CH:28]=[CH2:29])[C:10](=[O:30])[N:9]=2)[CH2:2][CH2:3][CH2:4][CH2:5][CH2:6]1 |f:3.4.5|. Procedure details: To a solution of tert-butyl 4-(cyclohexylamino)-2-oxo-1-pent-4-en-1-yl-1,3,8-triazaspiro[4.5]dec-3-ene-8-carboxylate (785 mg, 1.88 mmol) in DCM (2 mL) was added HCl (1.64 mL, 6.56 mmol, 4N dioxane). The reaction mixture was stirred at rt for 1 h, concentrated in vacuo, taken in DCM and concentrated in vacuo again, to provide the desired product LRMS (M+1)=319. Reactants: CC1=C(C(=CC=C1)C)NC(=N)NC(=O)NC(C)(C)C (1-(2,6-dimethylphenylamidino)-3-(t-butyl)urea), Cl (hydrochloric acid). The product is Cl.CC1=C(C(=CC=C1)C)NC(=N)NC(=O)N ((2,6-dimethylphenylamidino)urea hydrochloride). As a reaction SMILES: [CH3:1][C:2]1[CH:7]=[CH:6][CH:5]=[C:4]([CH3:8])[C:3]=1[NH:9][C:10]([NH:12][C:13]([NH:15]C(C)(C)C)=[O:14])=[NH:11].[ClH:20]>>[ClH:20].[CH3:1][C:2]1[CH:7]=[CH:6][CH:5]=[C:4]([CH3:8])[C:3]=1[NH:9][C:10]([NH:12][C:13]([NH2:15])=[O:14])=[NH:11] |f:2.3|. Reported procedure: A mixture of 25.7 g. (0.106 moles) of 1-(2,6-dimethylphenylamidino)-3-(t-butyl)urea and 200 ml. of conc. hydrochloric acid is refluxed for 1/2 hour. The reaction mixture is cooled, the solid filtered and washed with 10 ml. of 1:1 HCl/H2O and dried. The product is then recrystallized from ethanol-ether to obtain (2,6-dimethylphenylamidino)urea hydrochloride. The solvent is CO (methanol). The reactants are ClC1=C(C=CC=C1)C1=C(C=NC=C1)N(C(C1=CC(=CC(=C1)C(F)(F)F)C(F)(F)F)=O)CC(=O)OC (methyl 2-(N-(4-(2-chlorophenyl)pyridin-3-yl)-3,5-bis(trifluoromethyl)benzamido)acetate), [NH4+].[Cl-] (NH4Cl), CCOC(=O)C (EtOAc), [BH4-].[Na+] (NaBH4). As a reaction SMILES: [Cl:1][C:2]1[CH:7]=[CH:6][CH:5]=[CH:4][C:3]=1[C:8]1[CH:13]=[CH:12][N:11]=[CH:10][C:9]=1[N:14]([CH2:31][C:32](OC)=[O:33])[C:15](=[O:30])[C:16]1[CH:21]=[C:20]([C:22]([F:25])([F:24])[F:23])[CH:19]=[C:18]([C:26]([F:29])([F:28])[F:27])[CH:17]=1.[BH4-].[Na+].[NH4+].[Cl-].CCOC(C)=O>CO>[Cl:1][C:2]1[CH:7]=[CH:6][CH:5]=[CH:4][C:3]=1[C:8]1[CH:13]=[CH:12][N:11]=[CH:10][C:9]=1[N:14]([CH2:31][CH2:32][OH:33])[C:15](=[O:30])[C:16]1[CH:17]=[C:18]([C:26]([F:28])([F:29])[F:27])[CH:19]=[C:20]([C:22]([F:23])([F:24])[F:25])[CH:21]=1 |f:1.2,3.4|. Reaction conditions: time 2 hour. Product: ClC1=C(C=CC=C1)C1=C(C=NC=C1)N(C(C1=CC(=CC(=C1)C(F)(F)F)C(F)(F)F)=O)CCO (N-[4-(2-Chloro-phenyl)-pyridin-3-yl]-N-(2-hydroxy-ethyl)-3,5-bis-trifluoromethyl-benzamide). Reported procedure: The solution of methyl 2-(N-(4-(2-chlorophenyl)pyridin-3-yl)-3,5-bis(trifluoromethyl)benzamido)acetate (0.15 g, 0.29 mmol, example 88) in methanol (2.00 mL) was cooled down to 0° C. To the light yellow suspension was added NaBH4 (22.0 mg, 0.58 mmol) and the reaction was stirred for 2 h at room temperature. The reaction mixture was poured on saturated aqueous NH4Cl solution and EtOAc and the layers were separated. The aqueous layer was extracted twice with EtOAc. The organic layers were washed wi... The reactants are C(CCC)(=O)C=1C(CC(CC1O)C1CSCCC1)=O (2-butyryl-3-hydroxy-5-(tetrahydrothiopyran-3-yl)-cyclohex-2-en-1-one), Cl.O1C(CCC1)CON (tetrahydrofur-2-ylmethoxyamine hydrochloride), C([O-])(O)=O.[Na+] (sodium bicarbonate). Run in CO (methanol). Product: OC1=C(C(CC(C1)C1CSCCC1)=O)C(CCC)=NOCC1OCCC1 (3-hydroxy-2-(1-tetrahydrofur-2-ylmethoxyiminobutyl)-5-(tetrahydrothiopyran-3-yl)-cyclohex-2-en-1-one). The yield is 81.0%. RXN SMILES: [C:1]([C:6]1[C:7](=[O:19])[CH2:8][CH:9]([CH:13]2[CH2:18][CH2:17][CH2:16][S:15][CH2:14]2)[CH2:10][C:11]=1[OH:12])(=O)[CH2:2][CH2:3][CH3:4].Cl.[O:21]1[CH2:25][CH2:24][CH2:23][CH:22]1[CH2:26][O:27][NH2:28].C(=O)(O)[O-].[Na+]>CO>[OH:12][C:11]1[CH2:10][CH:9]([CH:13]2[CH2:18][CH2:17][CH2:16][S:15][CH2:14]2)[CH2:8][C:7](=[O:19])[C:6]=1[C:1](=[N:28][O:27][CH2:26][CH:22]1[CH2:23][CH2:24][CH2:25][O:21]1)[CH2:2][CH2:3][CH3:4] |f:1.2,3.4|. Procedure details: 2.82 g (10 millimoles) of 2-butyryl-3-hydroxy-5-(tetrahydrothiopyran-3-yl)-cyclohex-2-en-1-one was stirred together with 1.69 g (11 millimoles) of tetrahydrofur-2-ylmethoxyamine hydrochloride and 0.93 g (11 millimoles) of sodium bicarbonate in 20 ml of methanol for 12 hours at 25° C. The mixture was evaporated down, the residue was taken up with dichlorbmethane and the solution was extracted by shaking with water. The dried dichloromethane solution was evaporated down to give 3.1 g (8.1 millimol... Solvent: COCCOC.O (DME water). Reagents/catalysts: [Pd].C1(=CC=CC=C1)P(C1=CC=CC=C1)C1=CC=CC=C1.C1(=CC=CC=C1)P(C1=CC=CC=C1)C1=CC=CC=C1.C1(=CC=CC=C1)P(C1=CC=CC=C1)C1=CC=CC=C1.C1(=CC=CC=C1)P(C1=CC=CC=C1)C1=CC=CC=C1 (tetrakis(triphenylphosphine) palladium(0)). The yield is 56.5%. Reported procedure: This compound was prepared according to general method E from methyl 2-(4-chloro-6-methyl-2-phenylpyrimidin-5-yl)pentanoate (0.159 g; 0.5 mmol), tetrakis(triphenylphosphine) palladium(0) (0.059 mg; 0.05 mmol), N,N-diisopropylethylamine (0.345 mL; 2 mmol) and intermediate 18 6-(4,4,5,5-tetramethyl-1,3,2-dioxaborolan-2-yl)-2,3-dihydro-1H-inden-1-one (0.325 g; 1.25 mmol) in DME-water (2 mL) for 30 min. Purification by flash-chromatography on silica gel using a gradient of ethyl acetate (2-40%) in h... Product: CC1=NC(=NC(=C1C(C(=O)OC)CCC)C=1C=C2C(CCC2=CC1)=O)C1=CC=CC=C1 (Methyl 2-(4-methyl-6-(3-oxo-2,3-dihydro-1H-inden-5-yl)-2-phenylpyrimidin-5-yl)pentanoate). Starting materials: ClC1=NC(=NC(=C1C(C(=O)OC)CCC)C)C1=CC=CC=C1 (methyl 2-(4-chloro-6-methyl-2-phenylpyrimidin-5-yl)pentanoate), C(C)(C)N(C(C)C)CC (N,N-diisopropylethylamine), intermediate 18, CC1(OB(OC1(C)C)C1=CC=C2CCC(C2=C1)=O)C (6-(4,4,5,5-tetramethyl-1,3,2-dioxaborolan-2-yl)-2,3-dihydro-1H-inden-1-one). Reaction SMILES: Cl[C:2]1[C:7]([CH:8]([CH2:13][CH2:14][CH3:15])[C:9]([O:11][CH3:12])=[O:10])=[C:6]([CH3:16])[N:5]=[C:4]([C:17]2[CH:22]=[CH:21][CH:20]=[CH:19][CH:18]=2)[N:3]=1.C(N(CC)C(C)C)(C)C.CC1(C)C(C)(C)OB([C:40]2[CH:48]=[C:47]3[C:43]([CH2:44][CH2:45][C:46]3=[O:49])=[CH:42][CH:41]=2)O1>COCCOC.O.[Pd].C1(P(C2C=CC=CC=2)C2C=CC=CC=2)C=CC=CC=1.C1(P(C2C=CC=CC=2)C2C=CC=CC=2)C=CC=CC=1.C1(P(C2C=CC=CC=2)C2C=CC=CC=2)C=CC=CC=1.C1(P(C2C=CC=CC=2)C2C=CC=CC=2)C=CC=CC=1>[CH3:16][C:6]1[C:7]([CH:8]([CH2:13][CH2:14][CH3:15])[C:9]([O:11][CH3:12])=[O:10])=[C:2]([C:40]2[CH:48]=[C:47]3[C:43](=[CH:42][CH:41]=2)[CH2:44][CH2:45][C:46]3=[O:49])[N:3]=[C:4]([C:17]2[CH:22]=[CH:21][CH:20]=[CH:19][CH:18]=2)[N:5]=1 |f:3.4,5.6.7.8.9|. The reactants are ClC1=CC=C(N=N1)NC=1SC(=CC1C(=O)N)C1=C(C=C(C=C1F)C(C)(C)O)F (2-[(6-chloropyridazin-3-yl)amino]-5-[2,6-difluoro-4-(1-hydroxy-1-methylethyl)phenyl]thiophene-3-carboxamide), N1N=C(C=C1)B(O)O (1H-pyrazol-3-yl boronic acid), C([O-])(O)=O.[Na+] (sodium bicarbonate), Palladium tetrakis triphenylphosphine. Solvent: C1CCOC1 (THF). Yields the product FC1=C(C(=CC(=C1)C(C)(C)O)F)C1=CC(=C(S1)NC=1N=NC(=CC1)C1=CC=NN1)C(=O)N (5-[2,6-Difluoro-4-(1-hydroxy-1-methylethyl)phenyl]-2-{[6-(1H-pyrazol-5-yl)pyridazin-3-yl]amino}thiophene-3-carboxamide). As a reaction SMILES: Cl[C:2]1[N:7]=[N:6][C:5]([NH:8][C:9]2[S:10][C:11]([C:17]3[C:22]([F:23])=[CH:21][C:20]([C:24]([OH:27])([CH3:26])[CH3:25])=[CH:19][C:18]=3[F:28])=[CH:12][C:13]=2[C:14]([NH2:16])=[O:15])=[CH:4][CH:3]=1.[NH:29]1[CH:33]=[CH:32][C:31](B(O)O)=[N:30]1.C(=O)(O)[O-].[Na+]>C1COCC1>[F:28][C:18]1[CH:19]=[C:20]([C:24]([OH:27])([CH3:26])[CH3:25])[CH:21]=[C:22]([F:23])[C:17]=1[C:11]1[S:10][C:9]([NH:8][C:5]2[N:6]=[N:7][C:2]([C:31]3[NH:30][N:29]=[CH:33][CH:32]=3)=[CH:3][CH:4]=2)=[C:13]([C:14]([NH2:16])=[O:15])[CH:12]=1 |f:2.3|. Procedure details: To a solution of 2-[(6-chloropyridazin-3-yl)amino]-5-[2,6-difluoro-4-(1-hydroxy-1-methylethyl)phenyl]thiophene-3-carboxamide (64 mg, 0.15 mmol) in THF (3 ml), was added 1H-pyrazol-3-yl boronic acid (34 mg, 0.30 mmol), and sodium bicarbonate (0.38 ml, 0.75 mmol, 2 M). Palladium tetrakis triphenylphosphine (35 mg, 0.03 mmol) was added last and the vial was purged with nitrogen for 5 minutes. The crude product was washed with 3:1 chloroform:isopropanol and water. The resulting organic layer was dri...